The task is: describe an organic reaction: reactants, conditions, products, and yield. This data is from the Open Reaction Database (ORD), a public repository of structured organic reaction records. Starting materials: C(=O)(Cl)Cl (phosgene), C(C)(CC)C1=C(C=CC=C1)O (o-sec.-butylphenol), CN(C(=O)N(C)C)C (N,N,N',N',-tetramethyl urea), C(=O)(Cl)Cl (phosgene), C(=O)(Cl)Cl (phosgene). Reaction conditions: temperature 100 celsius. Yields the product C(C)(CC)C1=C(C=CC=C1)OC(=O)Cl (chloroformic acid-o-sec.-butyl-phenyl-ester). Isolated yield 97.0%. As a reaction SMILES: [C:1]([Cl:4])(Cl)=[O:2].[CH:5]([C:9]1[CH:14]=[CH:13][CH:12]=[CH:11][C:10]=1[OH:15])([CH2:7][CH3:8])[CH3:6].CN(C)C(N(C)C)=O>>[CH:5]([C:9]1[CH:14]=[CH:13][CH:12]=[CH:11][C:10]=1[O:15][C:1]([Cl:4])=[O:2])([CH2:7][CH3:8])[CH3:6]. Reported procedure: In a round flask provided with stirrer, thermometer, an introduction tube for phosgene and a reflux cooler operating at about -30° C a mixture of 150 g of o-sec.-butylphenol and 4 g of N,N,N',N',-tetramethyl urea was heated at 100° C and phosgene was introduced to such a degree that the phosgene reflux in the deep-freezing cooler did not increase so much as to reduce the sump temperature. After a reaction time of about 5 hours and a phosgene consumption of about 190 g the reflux cooler was repla... Starting materials: CN(\C=C/C(=O)C1=NC=CC=C1)C ((Z)-3-(dimethylamino)-1-(pyridin-2-yl)prop-2-en-1-one), O.NN (hydrazine hydrate). The solvent is C(C)O (ethanol). Yields the product N1N=C(C=C1)C1=NC=CC=C1 (2-(3-pyrazolyl)pyridine). The yield is 97.3%. Reaction SMILES: C[N:2](C)/[CH:3]=[CH:4]\[C:5]([C:7]1[CH:12]=[CH:11][CH:10]=[CH:9][N:8]=1)=O.O.[NH2:15]N>C(O)C>[NH:2]1[CH:3]=[CH:4][C:5]([C:7]2[CH:12]=[CH:11][CH:10]=[CH:9][N:8]=2)=[N:15]1 |f:1.2|. Reported procedure: Compound 16a (1 g, 6.2 mmol) obtained from the aforesaid process and hydrazine hydrate (2 mL) were dissolved in ethanol (3.3 mL), and reacted at 60° C. for 0.5 hour. Then, the mixture was cooled to room temperature, and then the solvent was removed in vacuum to afford the product 17a (874.7 mg) as a faint yellow solid, with a yield of 97.3%. Starting materials: ClCCl, CC1(C)CCC(C)(C)c2cc(C#Cc3ccc(CO)cn3)ccc21, CC(=O)O, CN(C)c1ccncc1, C(=NC1CCCCC1)=NC1CCCCC1. Reaction SMILES: [CH2:53]([Cl:54])[Cl:55].[CH3:1][C:2]1([CH3:24])[c:3]2[cH:4][cH:5][c:6]([C:14]#[C:15][c:16]3[n:17][cH:18][c:19]([CH2:22][OH:23])[cH:20][cH:21]3)[cH:7][c:8]2[C:9]([CH3:12])([CH3:13])[CH2:10][CH2:11]1.[CH3:25][C:26]([OH:27])=[O:28].[CH3:44][N:45]([CH3:46])[c:47]1[cH:48][cH:49][n:50][cH:51][cH:52]1.[CH:29]1([N:30]=[C:31]=[N:32][CH:33]2[CH2:34][CH2:35][CH2:36][CH2:37][CH2:38]2)[CH2:39][CH2:40][CH2:41][CH2:42][CH2:43]1>>[CH3:1][C:2]1([CH3:24])[c:3]2[cH:4][cH:5][c:6]([C:14]#[C:15][c:16]3[n:17][cH:18][c:19]([CH2:22][O:23][C:26]([CH3:25])=[O:27])[cH:20][cH:21]3)[cH:7][c:8]2[C:9]([CH3:12])([CH3:13])[CH2:10][CH2:11]1. Yields the product CC(=O)OCc1ccc(C#Cc2ccc3c(c2)C(C)(C)CCC3(C)C)nc1. The reactants are Cl (HCl), NOS(=O)(=O)O (Hydroxylamine-O-sulfonic acid), C(C)(C)(C)OC(NCCC(N=C(C)N(C)C)=S)=O ([2-(1-Dimethylamino-ethylidenethiocarbamoyl)-ethyl]-carbamic acid tert-butyl ester), N1=CC=CC=C1 (pyridine). The solvent is CO (methanol), C(C)O (ethanol), C(C)O (ethanol). Yields the product CC1=NSC(=N1)CCN (2-(3-Methyl-[1,2,4]thiadiazol-5-yl)-ethylamine). RXN SMILES: NOS(O)(=O)=O.C(OC(=O)[NH:13][CH2:14][CH2:15][C:16](=[S:23])[N:17]=[C:18]([N:20](C)C)[CH3:19])(C)(C)C.N1C=CC=CC=1.Cl>CO.C(O)C>[CH3:19][C:18]1[N:17]=[C:16]([CH2:15][CH2:14][NH2:13])[S:23][N:20]=1. Reported procedure: Hydroxylamine-O-sulfonic acid (0.68 g, 6.0 mmol) in methanol (5 ml) is added to a stirred solution of [2-(1-Dimethylamino-ethylidenethiocarbamoyl)-ethyl]-carbamic acid tert-butyl ester (1.43 g, 5.0 mmol) and pyridine (0.83 ml, 10 mmol) in ethanol (25 ml). After stirring the reaction for 18 hours at room temperature the solvent is removed in vacuo and the residue is partitioned between water and DCM. The organic extract is separated, dried (MgSO4), and the solvent is removed to give a colourless ... Starting materials: C(C1=CC=CC=C1)NCC(=O)OCC (ethyl 2-(benzylamino)acetate), C(=O)(O)[O-].[Na+] (NaHCO3), ClCC(C)=O (1-chloropropan-2-one). The solvent is C1CCOC1 (THF), O (water), O (Water). Conditions: temperature 50 celsius, time 2 day. Yields the product C(C1=CC=CC=C1)N(CC(=O)OCC)CC(C)=O (ethyl 2-(benzyl(2-oxopropyl)amino)acetate). As a reaction SMILES: [CH2:1]([NH:8][CH2:9][C:10]([O:12][CH2:13][CH3:14])=[O:11])[C:2]1[CH:7]=[CH:6][CH:5]=[CH:4][CH:3]=1.C([O-])(O)=O.[Na+].Cl[CH2:21][C:22](=[O:24])[CH3:23]>C1COCC1.O>[CH2:1]([N:8]([CH2:21][C:22](=[O:24])[CH3:23])[CH2:9][C:10]([O:12][CH2:13][CH3:14])=[O:11])[C:2]1[CH:7]=[CH:6][CH:5]=[CH:4][CH:3]=1 |f:1.2|. Reported procedure: A solution of ethyl 2-(benzylamino)acetate (40 g, 207 mmol) and NaHCO3 (20.9 g, 248 mmol) in THF (400 mL) and water (30 mL) was heated to 50° C. 1-chloropropan-2-one (23.9 g, 259 mmol) was added and the reaction was stirred at 50° C. for 2 d. Water was added the solution extracted with hexanes. The organic layer was separated, dried, filtered, and concentrated to afford crude ethyl 2-(benzyl(2-oxopropyl)amino)acetate (118) which without further purification